From a dataset of the Open Reaction Database (ORD), a public repository of structured organic reaction records. describe an organic reaction: reactants, conditions, products, and yield Reactants: C1(CC1)NC(C)C=1C=C(C(=NC1)OC)C#CCNC(OC)=O (Methyl (3-{5-[1-(cyclopropylamino)ethyl]-2-methoxypyridin-3-yl}prop-2-yn-1-yl)carbamate), C(C)(C)(C)OC(=O)N1C[C@@H](OCC1)C(=O)O ((2R)-4-(tert-butoxycarbonyl)morpholine-2-carboxylic acid). The product is C1(CC1)N(C(=O)[C@H]1CN(CCO1)C(=O)OC(C)(C)C)C(C)C=1C=NC(=C(C1)C#CCNC(=O)OC)OC (tert-butyl (2R)-2-({cyclopropyl[1-(6-methoxy-5-{3-[(methoxycarbonyl)amino]prop-1-yn-1-yl}pyridin-3-yl)ethyl]amino}carbonyl)morpholine-4-carboxylate). RXN SMILES: [CH:1]1([NH:4][CH:5]([C:7]2[CH:8]=[C:9]([C:15]#[C:16][CH2:17][NH:18][C:19](=[O:22])[O:20][CH3:21])[C:10]([O:13][CH3:14])=[N:11][CH:12]=2)[CH3:6])[CH2:3][CH2:2]1.[C:23]([O:27][C:28]([N:30]1[CH2:35][CH2:34][O:33][C@@H:32]([C:36](O)=[O:37])[CH2:31]1)=[O:29])([CH3:26])([CH3:25])[CH3:24]>>[CH:1]1([N:4]([CH:5]([C:7]2[CH:12]=[N:11][C:10]([O:13][CH3:14])=[C:9]([C:15]#[C:16][CH2:17][NH:18][C:19]([O:20][CH3:21])=[O:22])[CH:8]=2)[CH3:6])[C:36]([C@@H:32]2[O:33][CH2:34][CH2:35][N:30]([C:28]([O:27][C:23]([CH3:26])([CH3:25])[CH3:24])=[O:29])[CH2:31]2)=[O:37])[CH2:3][CH2:2]1. Procedure: Methyl (3-{5-[1-(cyclopropylamino)ethyl]-2-methoxypyridin-3-yl}prop-2-yn-1-yl)carbamate and (2R)-4-(tert-butoxycarbonyl)morpholine-2-carboxylic acid were treated in the similar manner to Example 162 to give tert-butyl (2R)-2-({cyclopropyl[1-(6-methoxy-5-{3-[(methoxycarbonyl)amino]prop-1-yn-1-yl}pyridin-3-yl)ethyl]amino}carbonyl)morpholine-4-carboxylate [Ex(296-4)] as a colorless oil. Run in O1CCCC1 (tetrahydrofuran). Reaction conditions: time 1 day. The product is CC(CC#C)N1C(C2=CC=CC=C2C1=O)=O (2-(1-Methyl-3-butynyl)isoindol-1,3-dione). Reaction SMILES: [CH3:1][CH:2](O)[CH2:3][C:4]#[CH:5].[C:7]1(=[O:17])[NH:11][C:10](=[O:12])[C:9]2=[CH:13][CH:14]=[CH:15][CH:16]=[C:8]12.C1(P(C2C=CC=CC=2)C2C=CC=CC=2)C=CC=CC=1.N(C(OCC)=O)=NC(OCC)=O>O1CCCC1>[CH3:5][CH:4]([N:11]1[C:7](=[O:17])[C:8]2[C:9](=[CH:13][CH:14]=[CH:15][CH:16]=2)[C:10]1=[O:12])[CH2:3][C:2]#[CH:1]. The yield is 17.4%. Reactants: CC(CC#C)O (4-pentin-2-ol), C1(C=2C(C(N1)=O)=CC=CC2)=O (phthalimide), C1(=CC=CC=C1)P(C1=CC=CC=C1)C1=CC=CC=C1 (triphenylphosphine), N(=NC(=O)OCC)C(=O)OCC (diethyl azodicarboxylate). Procedure details: 400 ml of dry tetrahydrofuran, 5.00 g of 4-pentin-2-ol, 9.65 g of phthalimide, and 17.13 g of triphenylphosphine were added to a nitrogen-substituted flask. Thereafter, 30 ml of diethyl azodicarboxylate (40% toluene solution) was slowly added dropwise to the obtained solution at a room temperature, and the obtained mixture was then stirred at a room temperature for 1 day. Thereafter, the reaction solution was concentrated, and 300 ml of water was then added to the residue, followed by extraction... Starting materials: C(C1=CC=CC=C1)(=O)NC1[C@@H]2N(C(=C(CS2)CCl)C(=O)O)C1=O (7-benzoylamino-3-chloromethyl-3-cephem-4-carboxylic acid), CN1CCCC1 (1-methylpyrrolidine), C(C)(=O)OCC (ethyl acetate). Run in O1CCCC1 (tetrahydrofuran). Reaction conditions: time 2 hour. Product: C(C1=CC=CC=C1)(=O)NC1[C@@H]2N(C(=C(CS2)C[N+]2(CCCC2)C)C(=O)[O-])C1=O (7-benzoylamino-3-(1-methyl-1-pyrrolidinio)methyl-3-cephem-4-carboxylate). Reaction SMILES: [C:1]([NH:9][CH:10]1[C:22](=[O:23])[N:12]2[C:13]([C:19]([OH:21])=[O:20])=[C:14]([CH2:17]Cl)[CH2:15][S:16][C@H:11]12)(=[O:8])[C:2]1[CH:7]=[CH:6][CH:5]=[CH:4][CH:3]=1.[CH3:24][N:25]1[CH2:29][CH2:28][CH2:27][CH2:26]1.C(OCC)(=O)C>O1CCCC1>[C:1]([NH:9][CH:10]1[C:22](=[O:23])[N:12]2[C:13]([C:19]([O-:21])=[O:20])=[C:14]([CH2:17][N+:25]3([CH3:24])[CH2:29][CH2:28][CH2:27][CH2:26]3)[CH2:15][S:16][C@H:11]12)(=[O:8])[C:2]1[CH:7]=[CH:6][CH:5]=[CH:4][CH:3]=1. Procedure details: To a solution of 7-benzoylamino-3-chloromethyl-3-cephem-4-carboxylic acid (14 g) in tetrahydrofuran (280 ml) was added dropwise 1-methylpyrrolidine (16.9 g) over a period of 10 minutes at 10° C. After the mixture was stirred for two hours at 25°~28° C., ethyl acetate (280 ml) was added thereto. The precipitate was collected by filtration, washed with ethyl acetate and diisopropyl ether, dried over phosphorus pentoxide to give 7-benzoylamino-3-(1-methyl-1-pyrrolidinio)methyl-3-cephem-4-carboxylat... Reactants: C1=NC=C(C2=CC=CC=C12)/C=C/CCC1N=CC2=CC=CC=C12 ((E)-1-[4-(4-isoquinolinyl)-3-butenyl]-1H-isoindole), O.NN (hydrazine hydrate). RXN SMILES: [CH:1]1[C:10]2[C:5](=[CH:6][CH:7]=[CH:8][CH:9]=2)[C:4](/[CH:11]=[CH:12]/[CH2:13][CH2:14]C2C3C(=CC=CC=3)C=N2)=[CH:3][N:2]=1.O.[NH2:25]N>C(O)C>[CH:1]1[C:10]2[C:5](=[CH:6][CH:7]=[CH:8][CH:9]=2)[C:4](/[CH:11]=[CH:12]/[CH2:13][CH2:14][NH2:25])=[CH:3][N:2]=1 |f:1.2|. Yields the product C1=NC=C(C2=CC=CC=C12)/C=C/CCN ((E)-4-(4-isoquinolinyl)-3-buten-1-amine). The solvent is C(C)O (ethanol). Procedure details: To a refluxing solution of 1.75 g of (E)-1-[4-(4-isoquinolinyl)-3-butenyl]-1H-isoindole-1,3-(2H-dione in 80 mL of ethanol was added 1.1 mL of hydrazine hydrate and the reaction was stirred at reflux for 17 hours. The solvent was removed in vacuo and the residue was triturated with chloroform. The extract was concentrated to yield 1 g of (E)-4-(4-isoquinolinyl)-3-buten-1-amine as an oil. As a reaction SMILES: [OH:1][C@H:2]1[C@H:7]([NH:8][CH2:9][C:10]2[CH:15]=[CH:14][CH:13]=[CH:12][CH:11]=2)[CH2:6][CH2:5][N:4]([CH2:16][C:17]#[N:18])[CH2:3]1.N.[H][H]>[Ni].CO>[NH2:18][CH2:17][CH2:16][N:4]1[CH2:5][CH2:6][C@@H:7]([NH:8][CH2:9][C:10]2[CH:11]=[CH:12][CH:13]=[CH:14][CH:15]=2)[C@H:2]([OH:1])[CH2:3]1. Reagents/catalysts: [Ni] (Raney-nickel). The solvent is CO (methanol). The reactants are 12, O[C@@H]1CN(CC[C@H]1NCC1=CC=CC=C1)CC#N (trans-3-hydroxy-4-[(phenylmethyl)amino]-1-piperidineacetonitrile), N (ammonia), [H][H] (hydrogen). The product is 11.2, NCCN1C[C@H]([C@@H](CC1)NCC1=CC=CC=C1)O (trans-1-(2-aminoethyl)-4-[(phenylmethyl)amino]-3-piperidinol). Reported procedure: A mixture of 12 parts of trans-3-hydroxy-4-[(phenylmethyl)amino]-1-piperidineacetonitrile and 320 parts of methanol, saturated with ammonia was hydrogenated at normal pressure and at room temperature with 3 parts of Raney-nickel catalyst. After the calculated amount of hydrogen was taken up, the catalyst was filtered off and the filtrate was evaporated to dry, yielding 11.2 parts (91.6%) of trans-1-(2-aminoethyl)-4-[(phenylmethyl)amino]-3-piperidinol as a residue (interm. 17). The yield is 91.6%.